This data is from the Open Reaction Database (ORD), a public repository of structured organic reaction records. The task is: describe an organic reaction: reactants, conditions, products, and yield Reaction SMILES: C[O:2][C:3]([C:5]1[NH:6][C:7]2[C:12]([CH:13]=1)=[C:11]([O:14][CH3:15])[CH:10]=[CH:9][CH:8]=2)=[O:4].Br[CH2:17][C:18]1[C:19]2[CH:26]=[C:25]([F:27])[CH:24]=[CH:23][C:20]=2[S:21][CH:22]=1>>[F:27][C:25]1[CH:24]=[CH:23][C:20]2[S:21][CH:22]=[C:18]([CH2:17][N:6]3[C:7]4[C:12](=[C:11]([O:14][CH3:15])[CH:10]=[CH:9][CH:8]=4)[CH:13]=[C:5]3[C:3]([OH:2])=[O:4])[C:19]=2[CH:26]=1. Starting materials: COC(=O)C=1NC2=CC=CC(=C2C1)OC (4-methoxy-1H-indole-2-carboxylic acid methyl ester), BrCC=1C2=C(SC1)C=CC(=C2)F (3-bromomethyl-5-fluoro-benzo[b]thiophene). Product: FC1=CC2=C(SC=C2CN2C(=CC3=C(C=CC=C23)OC)C(=O)O)C=C1 (1-(5-Fluoro-benzo[b]thiophen-3-ylmethyl)-4-methoxy-1H-indole-2-carboxylic acid). Procedure: Using general procedure B, 4-methoxy-1H-indole-2-carboxylic acid methyl ester was coupled with 3-bromomethyl-5-fluoro-benzo[b]thiophene (Lit. 18) and the product obtained was hydrolyzed to give the title compound as yellow solid. MS: 354.0 ([M−H]−). Reactants: [H-].[Na+] (sodium hydride), CI (methyl iodide), O (water), OC1(C=2N(CCC1)C=NC2)C2=CC=C(C#N)C=C2 (4-(8-hydroxyl-5,6,7,8-tetrahydroimidazo[1,5-a]pyridin-8-yl)-benzonitrile). The solvent is O1CCCC1 (tetrahydrofuran), CN(C=O)C (N,N-dimethylformamide), O1CCCC1 (tetrahydrofuran). Run at temperature 20 celsius, time 30 minute. Yields the product COC1(C=2N(CCC1)C=NC2)C2=CC=C(C#N)C=C2 (4-(8-Methoxy-5,6,7,8-tetrahydroimidazo[1,5-a]pyridin-8-yl)benzonitrile). As a reaction SMILES: [OH:1][C:2]1([C:11]2[CH:18]=[CH:17][C:14]([C:15]#[N:16])=[CH:13][CH:12]=2)[CH2:7][CH2:6][CH2:5][N:4]2[CH:8]=[N:9][CH:10]=[C:3]12.[H-].[Na+].[CH3:21]I.O>O1CCCC1.CN(C)C=O>[CH3:21][O:1][C:2]1([C:11]2[CH:18]=[CH:17][C:14]([C:15]#[N:16])=[CH:13][CH:12]=2)[CH2:7][CH2:6][CH2:5][N:4]2[CH:8]=[N:9][CH:10]=[C:3]12 |f:1.2|. Procedure details: A suspension of 0.63 mmol of 4-(8-hydroxyl-5,6,7,8-tetrahydroimidazo[1,5-a]pyridin-8-yl)-benzonitrile (Example 19) in 2 ml of tetrahydrofuran is added at 0° C. to a suspension of 0.76 mmol of sodium hydride (60% dispersion in paraffin) in 1 ml of tetrahydrofuran. The reaction mixture is subsequently stirred at 20° C. for 30 minutes and then cooled again to 0° C. A solution of 0.63 mmol of methyl iodide in 3 ml of N,N-dimethylformamide is added dropwise and the reaction mixture is subsequently st...